The task is: describe an organic reaction: reactants, conditions, products, and yield. This data is from the Open Reaction Database (ORD), a public repository of structured organic reaction records. Reactants: C1CCNCC1, Clc1ccc2nc3c(n2n1)CCCC3, O. Product: c1cc2nc3c(n2nc1N1CCCCC1)CCCC3. RXN SMILES: [CH2:16]1[CH2:17][CH2:18][NH:19][CH2:20][CH2:21]1.[Cl:1][c:2]1[n:3][n:4]2[c:5]([n:6][c:7]3[c:8]2[CH2:9][CH2:10][CH2:11][CH2:12]3)[cH:13][cH:14]1.[OH2:15]>>[c:2]1([N:19]2[CH2:18][CH2:17][CH2:16][CH2:21][CH2:20]2)[n:3][n:4]2[c:5]([n:6][c:7]3[c:8]2[CH2:9][CH2:10][CH2:11][CH2:12]3)[cH:13][cH:14]1. The reactants are O=C(n1ccnc1)n1ccnc1, O=C(O)COc1ccc(Cl)cc1, ClCCl, [Li+], C1CCOC1, [OH-], O, OC1CCN(CC2NCCc3occc32)C1. The product is O=C(COc1ccc(Cl)cc1)N1CCc2occc2C1CN1CCC(O)C1. As a reaction SMILES: [C:1]([n:2]1[cH:3][cH:4][n:5][cH:6]1)([n:7]1[cH:8][cH:9][n:10][cH:11]1)=[O:12].[Cl:13][c:14]1[cH:15][cH:16][c:17]([O:18][CH2:19][C:20](=[O:21])[OH:22])[cH:23][cH:24]1.[Cl:43][CH2:44][Cl:45].[Li+:41].[O:46]1[CH2:47][CH2:48][CH2:49][CH2:50]1.[OH-:42].[OH2:51].[o:25]1[cH:26][cH:27][c:28]2[c:33]1[CH2:32][CH2:31][NH:30][CH:29]2[CH2:34][N:35]1[CH2:36][CH:37]([OH:40])[CH2:38][CH2:39]1>>[Cl:13][c:14]1[cH:15][cH:16][c:17]([O:18][CH2:19][C:20](=[O:22])[N:30]2[CH:29]([CH2:34][N:35]3[CH2:36][CH:37]([OH:40])[CH2:38][CH2:39]3)[c:28]3[cH:27][cH:26][o:25][c:33]3[CH2:32][CH2:31]2)[cH:23][cH:24]1. Starting materials: ClCCN1CCCCCC1, Cl, COc1ccc(-c2ccc3cc(OC)ccc3c2)c(C(=O)c2ccc(OCCN3CCCCCC3)cc2)c1, COc1ccc(-c2ccc3cc(OC)ccc3c2)c(C(=O)c2ccc(O)cc2)c1. The product is COc1ccc(-c2ccc3cc(OC)ccc3c2)c(Cc2ccc(OCCN3CCCCCC3)cc2)c1. As a reaction SMILES: [Cl:31][CH2:32][CH2:33][N:34]1[CH2:35][CH2:36][CH2:37][CH2:38][CH2:39][CH2:40]1.[ClH:30].[N:41]1([CH2:48][CH2:49][O:50][c:51]2[cH:52][cH:53][c:54]([C:57](=[O:58])[c:59]3[c:60](-[c:67]4[cH:68][c:69]5[cH:70][cH:71][c:72]([O:77][CH3:78])[cH:73][c:74]5[cH:75][cH:76]4)[cH:61][cH:62][c:63]([O:65][CH3:66])[cH:64]3)[cH:55][cH:56]2)[CH2:42][CH2:43][CH2:44][CH2:45][CH2:46][CH2:47]1.[OH:1][c:2]1[cH:3][cH:4][c:5]([C:6]([c:7]2[cH:8][c:9]([O:10][CH3:11])[cH:12][cH:13][c:14]2-[c:15]2[cH:16][cH:17][c:18]3[c:19]([cH:20][cH:21][c:22]([O:23][CH3:24])[cH:25]3)[cH:26]2)=[O:27])[cH:28][cH:29]1>>[N:41]1([CH2:48][CH2:49][O:50][c:51]2[cH:52][cH:53][c:54]([CH2:57][c:59]3[c:60](-[c:67]4[cH:68][c:69]5[cH:70][cH:71][c:72]([O:77][CH3:78])[cH:73][c:74]5[cH:75][cH:76]4)[cH:61][cH:62][c:63]([O:65][CH3:66])[cH:64]3)[cH:55][cH:56]2)[CH2:42][CH2:43][CH2:44][CH2:45][CH2:46][CH2:47]1. Starting materials: CC(=O)O[BH-](OC(C)=O)OC(C)=O, CC(C)(C)OC(=O)NCCN, [NH4+], [Na+], O=C1CCOCC1, [OH-], O. The product is CC(C)(C)OC(=O)NCCNC1CCOCC1. As a reaction SMILES: [C:19]([O:20][BH-:21]([O:22][C:23](=[O:24])[CH3:25])[O:26][C:27](=[O:28])[CH3:29])(=[O:30])[CH3:31].[C:1]([CH3:2])([CH3:3])([CH3:4])[O:5][C:6]([NH:7][CH2:8][CH2:9][NH2:10])=[O:11].[NH4+:34].[Na+:32].[O:12]1[CH2:13][CH2:14][C:15](=[O:18])[CH2:16][CH2:17]1.[OH-:33].[OH2:35]>>[C:1]([CH3:2])([CH3:3])([CH3:4])[O:5][C:6]([NH:7][CH2:8][CH2:9][NH:10][CH:15]1[CH2:14][CH2:13][O:12][CH2:17][CH2:16]1)=[O:11]. Starting materials: O=C1N(C(C=2C=C3C(=CC12)C=CC=C3)=O)C(CC#N)C3=CC(=C(C=C3)OC)OC3CCCC3 (3-(1,3-dioxobenzo[f]isoindolin-2-yl)-3-(3-cyclopentyloxy-4-methoxyphenyl)propionitrile), C(CC)#N (propionitrile), 3-(1,3-dioxo-5-azaindolin-2-yl)-3-(3-ethoxy-4-cyclohexyloxyphenyl)propionitrile, C(CC)#N (propionitrile), C(CC)#N (propionitrile), 3-(1,3-dioxo-5-azaindolin-2-yl)-3-(3-cyclopentyloxy-4-ethoxyphenyl)propionitrile, 3-(1,3-dioxo-4-azaindolin-2-yl)-3-(3-methoxy-4-cyclohexyloxyphenyl)propionitrile, C(CC)#N (propionitrile), C(CC)#N (propionitrile), O=C1N(C(C=2C=C3C(=CC12)C=CC=C3)=O)C(CC#N)C3=CC(=C(C=C3)OCC)OC3CCCC3 (3-(1,3-dioxobenzo[f]isoindolin-2-yl)-3-(3-cyclopentyloxy-4-ethoxyphenyl)propionitrile), O=C1N(C(C=2C=C3C(=CC12)C=CC=C3)=O)C(CC#N)C3=CC(=C(C=C3)OC)OC3CCCC3 (3-(1,3-dioxobenzo[f]isoindolin-2-yl)-3-(3-cyclopentyloxy-4-methoxyphenyl)propionitrile), C1(CCCC1)OC=1C=C(C=CC1OC)CCC#N (3-(3-cyclopentyloxy-4-methoxyphenyl)propionitrile), 3-(1,3-dioxo-4-azaindolin-2-yl)-3-(3-cyclopentyloxy-4-methoxyphenyl)propionitrile, C(CC)#N (propionitrile), O=C1N(C(C=2C=C3C(=CC12)C=CC=C3)=O)C(CC#N)C3=CC(=C(C=C3)OC3CCCCC3)OCC (3-(1,3-dioxobenzo[f]isoindolin-2-yl)-3-(3-ethoxy-4-cyclohexyloxyphenyl)propionitrile), C(C)OC=1C=C(C=CC1OC1CCCC1)CCC#N (3-(3-ethoxy-4-cyclopentyloxyphenyl)propionitrile), 3-(1,3-dioxo-5-azaindolin-2-yl)-3-(3-methoxy-4-cyclohexyloxyphenyl)propionitrile, O=C1N(C(C=2C=C3C(=CC12)C=CC=C3)=O)C(CC#N)C3=CC(=C(C=C3)OC3CCCC3)OCC (3-(1,3-dioxobenzo[f]isoindolin-2-yl)-3-(3-ethoxy-4-cyclopentyloxyphenyl)propionitrile), C(C)OC=1C=C(C=CC1OC1CCCCC1)CCC#N (3-(3-ethoxy-4-cyclohexyloxyphenyl)propionitrile), C1(CCCC1)OC=1C=C(C=CC1OC)CCC#N (3-(3-cyclopentyloxy-4-methoxyphenyl)propionitrile), 3-(1,3-dioxo-4-azaindolin-2-yl)-3-(3-ethoxy-4-cyclopentyloxyphenyl)-propionitrile, 3-(1,3-dioxo-4-azaindolin-2-yl)-3-(3-cyclopentyloxy-4-ethoxyphenyl)propionitrile, C1(CCCC1)OC=1C=C(C=CC1OC)CCC#N (3-(3-cyclopentyloxy-4-methoxyphenyl)propionitrile), O=C1N(C(C=2C=C3C(=CC12)C=CC=C3)=O)C(CC#N)C3=CC(=C(C=C3)OC3CCCCC3)OC (3-(1,3-dioxobenzo[f]isoindolin-2-yl)-3-(3-methoxy-4-cyclohexyloxyphenyl)propionitrile). The product is C1(C=2C(C(N1C(CC#N)C1=CC(=C(C=C1)OCC)OCC)=O)=CC=CC2)=O (3-Phthalimido-3-(3,4-diethoxyphenyl)propionitrile). RXN SMILES: [O:1]=[C:2]1[C:10]2[CH:9]=[C:8]3C=CC=C[C:7]3=[CH:6][C:5]=2[C:4](=[O:15])[N:3]1[CH:16]([C:20]1[CH:25]=[CH:24][C:23]([O:26][CH3:27])=[C:22]([O:28][CH:29]2CCC[CH2:30]2)[CH:21]=1)[CH2:17][C:18]#[N:19].[CH:34]1(OC2C=C(CCC#N)C=CC=2OC)CCCC1.O=C1C2C=C3C=CC=CC3=CC=2C(=O)N1C(C1C=CC(OC2CCCC2)=C(OCC)C=1)CC#N.O=C1C2C=C3C=CC=CC3=CC=2C(=O)N1C(C1C=CC(OC2CCCCC2)=C(OCC)C=1)CC#N.O=C1C2C=C3C=CC=CC3=CC=2C(=O)N1C(C1C=CC(OC2CCCCC2)=C(OC)C=1)CC#N.C(#N)CC.O=C1C2C=C3C=CC=CC3=CC=2C(=O)N1C(C1C=CC(OCC)=C(OC2CCCC2)C=1)CC#N.C(OC1C=C(CCC#N)C=CC=1OC1CCCCC1)C.C(OC1C=C(CCC#N)C=CC=1OC1CCCC1)C>>[C:2]1(=[O:1])[N:3]([CH:16]([C:20]2[CH:25]=[CH:24][C:23]([O:26][CH2:27][CH3:34])=[C:22]([O:28][CH2:29][CH3:30])[CH:21]=2)[CH2:17][C:18]#[N:19])[C:4](=[O:15])[C:5]2=[CH:6][CH:7]=[CH:8][CH:9]=[C:10]12. Procedure: Similarly obtained from 3-(1,3-dioxobenzo[f]isoindolin-2-yl)-3-(3-cyclopentyloxy-4-methoxyphenyl)propionamide, 3-(1,3-dioxo-4-azaindolin-2-yl)-3-(3-cyclopentyloxy-4-methoxyphenyl)propionamide, 3-(1,3)-dioxo-5-azaindolin-2-yl)-3-(3-cyclopentyloxy-4-methoxyphenyl)propionamide, 3-(1,3-dioxobenzo[f]isoindolin-2-yl)-3-(3-ethoxy-4-cyclopentyloxyphenyl)propionamide, 3-(1,3-dioxobenzo[f]isoindolin-2-yl)-3-(3-ethoxy-4-cyclohexyloxyphenyl)propionamide, 3-(1,3-dioxobenzo[f]isoindolin-2-yl)-3-(3-methoxy-4-c...